Dataset: the Open Reaction Database (ORD), a public repository of structured organic reaction records. Task: describe an organic reaction: reactants, conditions, products, and yield Starting materials: CCOC(=O)C1CCN(c2nnc(C)o2)CC1, CCO, Cl, [Na+], [OH-]. The product is Cc1nnc(N2CCC(C(=O)O)CC2)o1. As a reaction SMILES: [CH2:1]([CH3:2])[O:3][C:4](=[O:5])[CH:6]1[CH2:7][CH2:8][N:9]([c:12]2[o:13][c:14]([CH3:17])[n:15][n:16]2)[CH2:10][CH2:11]1.[CH3:21][CH2:22][OH:23].[ClH:20].[Na+:19].[OH-:18]>>[O:3]=[C:4]([OH:5])[CH:6]1[CH2:7][CH2:8][N:9]([c:12]2[o:13][c:14]([CH3:17])[n:15][n:16]2)[CH2:10][CH2:11]1. Reaction SMILES: [F:1][C@H:2]1[CH2:19][C@@:17]2([CH3:18])[C@@H:13]([CH2:14][CH2:15][C:16]2=[O:20])[C@H:12]2[C@H:3]1[C:4]1[CH:5]=[CH:6][C:7]([OH:28])=[CH:8][C:9]=1[CH2:10][C@H:11]2[CH2:21][CH2:22][CH2:23][CH2:24][CH2:25][NH:26][CH3:27].[F:29][C:30]([F:54])([C:50]([F:53])([F:52])[F:51])[CH2:31][CH2:32][CH2:33][CH2:34][CH2:35][CH2:36][CH2:37]COS(C1C=CC(C)=CC=1)(=O)=O.[C:55](=O)(O)[O-].[Na+]>CN(C)C=O>[F:1][C@H:2]1[CH2:19][C@@:17]2([CH3:18])[C@@H:13]([CH2:14][CH2:15][C:16]2=[O:20])[C@H:12]2[C@H:3]1[C:4]1[CH:5]=[CH:6][C:7]([OH:28])=[CH:8][C:9]=1[CH2:10][C@H:11]2[CH2:21][CH2:22][CH2:23][CH2:24][CH2:25][N:26]([CH3:55])[CH2:27][CH2:37][CH2:36][CH2:35][CH2:34][CH2:33][CH2:32][CH2:31][C:30]([F:29])([F:54])[C:50]([F:51])([F:52])[F:53] |f:2.3|. Reported procedure: A solution of 260 mg of 11β-fluoro-3-hydroxy-7α-[5-(methyl-amino)-pentyl]-estra-1,3,5(10)-trien-17-one in 3 ml of dimethylformamide is stirred with 180 mg of 9,9,10,10,10-pentafluorodecyltosylate for 1 hour at a bath temperature of 100° C. Then, it is added to semi-saturated sodium bicarbonate solution, extracted three times with methylene chloride, dried on magnesium sulfate, concentrated by evaporation in a vacuum and chromatographed on silica gel with dichloromethane/methanol/triethylamine. 9... Product: F[C@@H]1[C@@H]2C=3C=CC(=CC3C[C@H]([C@H]2[C@@H]2CCC([C@@]2(C)C1)=O)CCCCCN(CCCCCCCCC(C(F)(F)F)(F)F)C)O (11β-fluoro-3-hydroxy-7α-{5-[methyl-(9,9,10,10,10-pentafluoro-decyl)-amino]-pentyl}-estra-1,3,5(10)-trien-17-one). Run in CN(C=O)C (dimethylformamide). The reactants are F[C@@H]1[C@@H]2C=3C=CC(=CC3C[C@H]([C@H]2[C@@H]2CCC([C@@]2(C)C1)=O)CCCCCNC)O (11β-fluoro-3-hydroxy-7α-[5-(methyl-amino)-pentyl]-estra-1,3,5(10)-trien-17-one), FC(CCCCCCCCOS(=O)(=O)C1=CC=C(C)C=C1)(C(F)(F)F)F (9,9,10,10,10-pentafluorodecyltosylate), C([O-])(O)=O.[Na+] (sodium bicarbonate). Reactants: CC=1N=CC(=NC1C)N1C[C@@H]2CCNC[C@H]12 ((1R,6S)-8-(5,6-Dimethylpyrazin-2-yl)-3,8-diazabicyclo[4.2.0]octane), FC1=C(C(=O)O)C(=CC=C1)N1N=CC=N1 (2-fluoro-6-[1,2,3]triazol-2-yl-benzoic acid), S1C(=CC=C1)C1=C(C(=O)O)C=CC=C1 (2-thiophen-2-yl-benzoic acid), CC1=NC(=NC(=C1)C)N1C[C@@H]2CCNC[C@H]12 ((1R,6S)8-(4,6-dimethyl-pyrimidin-2-yl)-3,8-diaza-bicyclo[4.2.0]octane), FC1=C(C(=O)O)C(=CC=C1)N1N=CC=N1 (2-fluoro-6-[1,2,3]triazol-2-yl-benzoic acid). Solvent: C(Cl)Cl (DCM). Product: FC1=C(C(=CC=C1)N1N=CC=N1)C(=O)N1C[C@@H]2N(C[C@@H]2CC1)C1=NC=CN=C1C ((1R,6S)-3-{[2-Fluoro-6-(2H-1,2,3-triazol-2-yl)phenyl]carbonyl}-8-(3-methylpyrazin-2-yl)-3,8-diazabicyclo[4.2.0]octane). As a reaction SMILES: C[C:2]1[N:3]=[CH:4][C:5]([N:9]2[C@@H:16]3[C@@H:11]([CH2:12][CH2:13][NH:14][CH2:15]3)[CH2:10]2)=[N:6][C:7]=1C.[CH3:17]C1C=C(C)N=C(N2[C@@H]3[C@@H](CCNC3)C2)N=1.[F:33][C:34]1[CH:42]=[CH:41][CH:40]=[C:39]([N:43]2[N:47]=[CH:46][CH:45]=[N:44]2)[C:35]=1[C:36](O)=[O:37].S1C=CC=C1C1C=CC=CC=1C(O)=O>C(Cl)Cl>[F:33][C:34]1[CH:42]=[CH:41][CH:40]=[C:39]([N:43]2[N:47]=[CH:46][CH:45]=[N:44]2)[C:35]=1[C:36]([N:14]1[CH2:13][CH2:12][C@@H:11]2[C@@H:16]([N:9]([C:5]3[C:4]([CH3:17])=[N:3][CH:2]=[CH:7][N:6]=3)[CH2:10]2)[CH2:15]1)=[O:37]. Procedure details: The title compound was prepared in a manner analogous to Example 1, substituting (1R,6S)-8-(3-methylpyrazin-2-yl)-3,8-diazabicyclo[4.2.0]octane (Intermediate 31) for (1R,6S)8-(4,6-dimethyl-pyrimidin-2-yl)-3,8-diaza-bicyclo[4.2.0]octane and 2-fluoro-6-[1,2,3]triazol-2-yl-benzoic acid (Intermediate 15) for 2-thiophen-2-yl-benzoic acid. DCM was used in place of DMF. MS (ESI) mass calcd. For C20H20FN7O, 393.43; m/z found 394.1 [M+H]+. 1H NMR (CD3OD): 7.99-7.79 (m, 4H), 7.72-7.59 (m, 2H), 7.38-7.21 (... Reactants: C1OC2=C(O1)C=C(C=C2)O (sesamol), CC(C1=CC=CC=C1)(C)O (α,α-dimethylbenzyl alcohol), C(C(=O)O)(=O)O (oxalic acid), C(C)(=O)O (acetic acid). Solvent: O (water), O (water). Product: CC(C1=CC=CC=C1)(C)C1=CC2=C(C=C1OC)OCO2 ((α,α-Dimethylbenzyl)-3,4-methylenedioxy-6-methoxybenzene). RXN SMILES: [CH2:1]1[O:5][C:4]2[CH:6]=[C:7]([OH:10])[CH:8]=[CH:9][C:3]=2[O:2]1.[CH3:11][C:12](O)([CH3:19])[C:13]1[CH:18]=[CH:17][CH:16]=[CH:15][CH:14]=1.[C:21](O)(=O)C(O)=O.C(O)(=O)C>O>[CH3:11][C:12]([C:8]1[C:7]([O:10][CH3:21])=[CH:6][C:4]2[O:5][CH2:1][O:2][C:3]=2[CH:9]=1)([CH3:19])[C:13]1[CH:18]=[CH:17][CH:16]=[CH:15][CH:14]=1. Reported procedure: (α,α-Dimethylbenzyl)-3,4-methylenedioxy-6-methoxybenzene was prepared as follows: A mixture of sesamol (44 g), α,α-dimethylbenzyl alcohol (44 g), oxalic acid (3 g), acetic acid (100 ml) and water (10 ml) was refluxed for 2.5 hours, diluted with water and extracted with chloroform. Distillation of the chloroform extract gave an oil, b.p. 160°-163° at 0.5 mm Hg (60 g) which crystallized from aqueous methanol to give colorless needles, m.p. 75°-76°; (Found: C, 75.0; H, 6.26. Calc. for C16H16O3 : C,...